Dataset: the Open Reaction Database (ORD), a public repository of structured organic reaction records. Task: describe an organic reaction: reactants, conditions, products, and yield Reactants: C1(=C(C=CC=C1)N)N (1.2-phenylenediamine), C(C)OC(C(C(=O)OCC)(CC(CBr)=O)NC(C)=O)=O (2-acetamido-2-(3-bromo-2-oxopropyl) malonic acid diethyl ester), C1(=C(C=CC=C1)N)N (1,2-phenylendiamine). Yields the product C(C)OC(C(C(=O)OCC)(CC1=NC2=CC=CC=C2N=C1)NC(C)=O)=O (2-acetamido-2-(2-quinoxalinylmethyl) malonic acid diethyl ester). Reaction SMILES: [CH2:1]([O:3][C:4](=[O:20])[C:5]([NH:16][C:17](=[O:19])[CH3:18])([CH2:11][C:12](=O)[CH2:13]Br)[C:6]([O:8][CH2:9][CH3:10])=[O:7])[CH3:2].[C:21]1([NH2:28])[CH:26]=[CH:25][CH:24]=[CH:23][C:22]=1[NH2:27]>>[CH2:1]([O:3][C:4](=[O:20])[C:5]([NH:16][C:17](=[O:19])[CH3:18])([CH2:11][C:12]1[CH:13]=[N:28][C:21]2[C:22](=[CH:23][CH:24]=[CH:25][CH:26]=2)[N:27]=1)[C:6]([O:8][CH2:9][CH3:10])=[O:7])[CH3:2]. Procedure details: Condensation of 2-acetamido-2-(3-bromo-2-oxopropyl) malonic acid diethyl ester with 1,2-phenylendiamine yielding 2-acetamido-2-(2-quinoxalinylmethyl) malonic acid diethyl ester 151 g (1.39 mol) of 1.2-phenylenediamine were suspended under stirring in 4 l of ethanol in a 20 l round flask. A solution of 516 g (1.45 mol) 2-acetamido-2-(3-bromo-2-oxopropyl)-malonic acid diethyl ester in 7 l ethanol was slowly added by dropping over 48 hours. At the same time, a solution of 180 ml (1.3 mol) triethyla... Reactants: C1CCOC1, COC(=O)c1ccc2c(Cl)c[nH]c2c1, Cc1ccc(S(=O)(=O)Cl)cc1. The product is COC(=O)c1ccc2c(Cl)cn(S(=O)(=O)c3ccc(C)cc3)c2c1. As a reaction SMILES: [CH2:26]1[O:27][CH2:28][CH2:29][CH2:30]1.[CH3:1][O:2][C:3](=[O:4])[c:5]1[cH:6][cH:7][c:8]2[c:9]([Cl:14])[cH:10][nH:11][c:12]2[cH:13]1.[c:15]1([CH3:25])[cH:16][cH:17][c:18]([S:21](=[O:22])(=[O:23])[Cl:24])[cH:19][cH:20]1>>[CH3:1][O:2][C:3](=[O:4])[c:5]1[cH:6][cH:7][c:8]2[c:9]([Cl:14])[cH:10][n:11]([S:21]([c:18]3[cH:17][cH:16][c:15]([CH3:25])[cH:20][cH:19]3)(=[O:22])=[O:23])[c:12]2[cH:13]1. Solvent: Cl (HCl). Reactants: CC(C)(C)OC(NC(CC=CC=1C=NC=CC1)C)=O ([1-methyl-4-(3-Pyridinyl)-3-butenyl]carbamic acid 1,1-dimethylethyl ester). RXN SMILES: CC(OC(=O)[NH:7][CH:8]([CH3:18])[CH2:9][CH:10]=[CH:11][C:12]1[CH:13]=[N:14][CH:15]=[CH:16][CH:17]=1)(C)C>Cl>[CH3:18][CH:8]([NH2:7])[CH2:9][CH:10]=[CH:11][C:12]1[CH:13]=[N:14][CH:15]=[CH:16][CH:17]=1. Reported procedure: As in Example 133, hydrolysis of 3.88 g of (R,S)-Z]-[1-methyl-4-(3-Pyridinyl)-3-butenyl]carbamic acid 1,1-dimethylethyl ester in 50 mL of 1N HCl yielded, after the usual work-up and evaporative distillation of the product (100-120° C./0.1 mm), 1.7 g of [(R,S)-Z]-1-methyl-4-(3-pyridinyl)-3-butenamine as an oil. Product: CC(CC=CC=1C=NC=CC1)N (1-methyl-4-(3-pyridinyl)-3-butenamine). Reactants: N=CN, [Cl-], Cl, O=C(C(C(=O)c1cccc(S(=O)(=O)Cl)c1)=C1Nc2ccccc2N1)c1cc(F)cc(F)c1, [H-], [NH4+], [Na+], CN(C)C=O. Yields the product N=CNS(=O)(=O)c1cccc(C(=O)C(C(=O)c2cc(F)cc(F)c2)=C2Nc3ccccc3N2)c1. As a reaction SMILES: [CH:4](=[NH:5])[NH2:6].[Cl-:39].[ClH:3].[F:7][c:8]1[cH:9][c:10]([C:15]([C:16]([C:17](=[O:18])[c:19]2[cH:20][c:21]([S:25](=[O:26])(=[O:27])[Cl:28])[cH:22][cH:23][cH:24]2)=[C:29]2[NH:30][c:31]3[c:32]([cH:34][cH:35][cH:36][cH:37]3)[NH:33]2)=[O:38])[cH:11][c:12]([F:14])[cH:13]1.[H-:1].[NH4+:40].[Na+:2].[O:41]=[CH:42][N:43]([CH3:44])[CH3:45]>>[CH:4]([NH:5][S:25]([c:21]1[cH:20][c:19]([C:17]([C:16]([C:15]([c:10]2[cH:9][c:8]([F:7])[cH:13][c:12]([F:14])[cH:11]2)=[O:38])=[C:29]2[NH:30][c:31]3[c:32]([cH:34][cH:35][cH:36][cH:37]3)[NH:33]2)=[O:18])[cH:24][cH:23][cH:22]1)(=[O:26])=[O:27])=[NH:6]. Run in C(C)(=O)OCC (ethyl acetate), C1CCOC1 (THF). The product is C1(CC1)C1=C(C=C(C(=C1)CN1CCC(CC1)N1C(C=2C=C(C(=NC2CC1)CCC)C(=O)O)=O)OCC)C1=CC=CC=C1 (6-(1-((2-Cyclopropyl-5-ethoxybiphenyl-4-yl)methyl)piperidin-4-yl)-5-oxo-2-propyl-5,6,7,8-tetrahydro-1,6-naphthyridine-3-carboxylic acid). The reactants are Cl (hydrochloric acid), [OH-].[Na+] (sodium hydroxide), CO (methanol), C1(CC1)C1=C(C=C(C(=C1)CN1CCC(CC1)N1C(C=2C=C(C(=NC2CC1)CCC)C(=O)OC)=O)OCC)C1=CC=CC=C1 (methyl 6-(1-((2-cyclopropyl-5-ethoxybiphenyl-4-yl)methyl)piperidin-4-yl)-5-oxo-2-propyl-5,6,7,8-tetrahydro-1,6-naphthyridine-3-carboxylate). Conditions: temperature 60 celsius, time 30 minute. The yield is 88.4%. Procedure: A 2 M aqueous sodium hydroxide solution (1.50 mL) was added at room temperature to a methanol (5 mL)-THF (5 mL) solution of methyl 6-(1-((2-cyclopropyl-5-ethoxybiphenyl-4-yl)methyl)piperidin-4-yl)-5-oxo-2-propyl-5,6,7,8-tetrahydro-1,6-naphthyridine-3-carboxylate (460 mg), and the mixture was stirred at 60° C. for 30 minutes. The reaction mixture was neutralized with hydrochloric acid at room temperature. Then, ethyl acetate was added thereto, and the solvent was distilled off under reduced press... As a reaction SMILES: [OH-].[Na+].CO.[CH:5]1([C:8]2[CH:13]=[C:12]([CH2:14][N:15]3[CH2:20][CH2:19][CH:18]([N:21]4[CH2:30][CH2:29][C:28]5[N:27]=[C:26]([CH2:31][CH2:32][CH3:33])[C:25]([C:34]([O:36]C)=[O:35])=[CH:24][C:23]=5[C:22]4=[O:38])[CH2:17][CH2:16]3)[C:11]([O:39][CH2:40][CH3:41])=[CH:10][C:9]=2[C:42]2[CH:47]=[CH:46][CH:45]=[CH:44][CH:43]=2)[CH2:7][CH2:6]1.Cl>C(OCC)(=O)C.C1COCC1>[CH:5]1([C:8]2[CH:13]=[C:12]([CH2:14][N:15]3[CH2:20][CH2:19][CH:18]([N:21]4[CH2:30][CH2:29][C:28]5[N:27]=[C:26]([CH2:31][CH2:32][CH3:33])[C:25]([C:34]([OH:36])=[O:35])=[CH:24][C:23]=5[C:22]4=[O:38])[CH2:17][CH2:16]3)[C:11]([O:39][CH2:40][CH3:41])=[CH:10][C:9]=2[C:42]2[CH:47]=[CH:46][CH:45]=[CH:44][CH:43]=2)[CH2:6][CH2:7]1 |f:0.1|. Starting materials: BrC1=CC=2N3C4=C(C=C(C=C4C2C=C1)OCCCO)C(C(=C3)CC=3C=NC=CC3)=O (9-bromo-2-(3-hydroxypropyloxy)-5-(3-pyridylmethyl)-4H-pyrido[3,2,1-jk]carbazole-4-one), CS(=O)(=O)O (methanesulfonic acid). Solvent: CO (methanol), CO (methanol). Run at time 30 minute. The product is CS(=O)(=O)O.BrC1=CC=2N3C4=C(C=C(C=C4C2C=C1)OCCCO)C(C(=C3)CC=3C=NC=CC3)=O (9-bromo-2-(3-hydroxypropyloxy)-5-(3-pyridylmethyl)-4H-pyrido[3,2,1-jk]carbazole-4-one methanesulfonate). Yield: 89.4%. Reaction SMILES: [Br:1][C:2]1[CH:14]=[CH:13][C:12]2[C:11]3[C:6]4=[C:7]([C:20](=[O:30])[C:21]([CH2:23][C:24]5[CH:25]=[N:26][CH:27]=[CH:28][CH:29]=5)=[CH:22][N:5]4[C:4]=2[CH:3]=1)[CH:8]=[C:9]([O:15][CH2:16][CH2:17][CH2:18][OH:19])[CH:10]=3.[CH3:31][S:32]([OH:35])(=[O:34])=[O:33]>CO>[CH3:31][S:32]([OH:35])(=[O:34])=[O:33].[Br:1][C:2]1[CH:14]=[CH:13][C:12]2[C:11]3[C:6]4=[C:7]([C:20](=[O:30])[C:21]([CH2:23][C:24]5[CH:25]=[N:26][CH:27]=[CH:28][CH:29]=5)=[CH:22][N:5]4[C:4]=2[CH:3]=1)[CH:8]=[C:9]([O:15][CH2:16][CH2:17][CH2:18][OH:19])[CH:10]=3 |f:3.4|. Procedure: 9-bromo-2-(3-hydroxypropyloxy)-5-(3-pyridylmethyl)-4H-pyrido[3,2,1-jk]carbazole-4-one (250 mg) obtained in Example 110 was suspended in methanol (200 ml) and to the suspension was added a solution of methanesulfonic acid (57 mg) in methanol (5 ml) at room temperature. The mixture was stirred for 30 minutes. The solvent was evaporated under reduced pressure, and the resulting crude crystals were washed with a small amount of methanol and ether in succession to obtain the title compound (270 mg, 8... The reactants are C(C1=CC=CC=C1)OC1=CC(N(C=C1)CC(=O)C1=CC(=C(C=C1)CBr)F)=O (4-benzyloxy-1-[2-(4-bromomethyl-3-fluoro-phenyl)-2-oxo-ethyl]-1H-pyridin-2-one), OC1(CCNCC1)C (4-hydroxy-4 methyl-piperidine). Product: C(C1=CC=CC=C1)OC1=CC(N(C=C1)CC(=O)C1=CC(=C(C=C1)CN1CCC(CC1)(C)O)F)=O (4-Benzyloxy-1-{2-[3-fluoro-4-(4-hydroxy-4-methyl-piperidin-1-ylmethyl)-phenyl]-2-oxo-ethyl}-1H-pyridin-2-one). Reaction SMILES: [CH2:1]([O:8][C:9]1[CH:14]=[CH:13][N:12]([CH2:15][C:16]([C:18]2[CH:23]=[CH:22][C:21]([CH2:24]Br)=[C:20]([F:26])[CH:19]=2)=[O:17])[C:11](=[O:27])[CH:10]=1)[C:2]1[CH:7]=[CH:6][CH:5]=[CH:4][CH:3]=1.[OH:28][C:29]1([CH3:35])[CH2:34][CH2:33][NH:32][CH2:31][CH2:30]1>>[CH2:1]([O:8][C:9]1[CH:14]=[CH:13][N:12]([CH2:15][C:16]([C:18]2[CH:23]=[CH:22][C:21]([CH2:24][N:32]3[CH2:33][CH2:34][C:29]([OH:28])([CH3:35])[CH2:30][CH2:31]3)=[C:20]([F:26])[CH:19]=2)=[O:17])[C:11](=[O:27])[CH:10]=1)[C:2]1[CH:7]=[CH:6][CH:5]=[CH:4][CH:3]=1. Procedure details: 4-Benzyloxy-1-{2-[3-fluoro-4-(4-hydroxy-4-methyl-piperidin-1-ylmethyl)-phenyl]-2-oxo-ethyl}-1H-pyridin-2-one is prepared as example 1.1b from 105 mg (0.24 mmol) 4-benzyloxy-1-[2-(4-bromomethyl-3-fluoro-phenyl)-2-oxo-ethyl]-1H-pyridin-2-one (preparation 16 h) and 84 mg (0.73 mmol) 4-hydroxy-4 methyl-piperidine.